From a dataset of the Open Reaction Database (ORD), a public repository of structured organic reaction records. describe an organic reaction: reactants, conditions, products, and yield Starting materials: C1(CC=CCC1)CC1=CC=CC=C1 ((3-cyclohexen-1-ylmethyl)benzene), C(C)(=O)OO (Peracetic acid), O (water). Run in C(Cl)Cl (methylene choride), C(Cl)Cl (methylene chloride). Product: C1(=CC=CC=C1)CC1CC2OC2CC1 (3-(phenylmethyl)-7-oxabicyclo[4.1.0]heptane). As a reaction SMILES: [CH:1]1([CH2:7][C:8]2[CH:13]=[CH:12][CH:11]=[CH:10][CH:9]=2)[CH2:6][CH2:5][CH:4]=[CH:3][CH2:2]1.C(OO)(=[O:16])C.O>C(Cl)Cl>[C:8]1([CH2:7][CH:1]2[CH2:6][CH2:5][CH:4]3[CH:3]([O:16]3)[CH2:2]2)[CH:9]=[CH:10][CH:11]=[CH:12][CH:13]=1. Procedure: A 500 mL round bottom flask equipped with a stirrer bar was charged with 9.55 g (0.056 mol) of (3-cyclohexen-1-ylmethyl)benzene, and 90 mL of methylene choride. Peracetic acid (17.5 g, 35 wt. % in acetic acid; 0.073 mol) in methylene chloride (70 mL) was added dropwise to the above mixture over 25 min. in an ice bath. After the above mixture was reacted at room temperature for 7 hrs., 200 mL of water was added to the above reaction mixture, the water layer was extracted with chloroform (2×150 mL...